This data is from the Open Reaction Database (ORD), a public repository of structured organic reaction records. The task is: describe an organic reaction: reactants, conditions, products, and yield Reactants: CN1CCNCC1, COc1ccc(-c2nc(CCl)cs2)cc1OC, CN(C)C=O, [H-], [Na+]. Yields the product COc1ccc(-c2nc(CN3CCN(C)CC3)cs2)cc1OC. RXN SMILES: [CH3:18][N:19]1[CH2:20][CH2:21][NH:22][CH2:23][CH2:24]1.[CH3:1][O:2][c:3]1[cH:4][c:5](-[c:11]2[s:12][cH:13][c:14]([CH2:16][Cl:17])[n:15]2)[cH:6][cH:7][c:8]1[O:9][CH3:10].[CH3:27][N:28]([CH3:29])[CH:30]=[O:31].[H-:25].[Na+:26]>>[CH3:1][O:2][c:3]1[cH:4][c:5](-[c:11]2[s:12][cH:13][c:14]([CH2:16][N:22]3[CH2:21][CH2:20][N:19]([CH3:18])[CH2:24][CH2:23]3)[n:15]2)[cH:6][cH:7][c:8]1[O:9][CH3:10]. The reactants are O=C([O-])O, OCc1ccccc1Sc1ccc(F)cc1, [Na+], O=S(Cl)Cl, c1ccccc1. Product: Fc1ccc(Sc2ccccc2CCl)cc1. RXN SMILES: [C:21](=[O:22])([OH:23])[O-:24].[F:5][c:6]1[cH:7][cH:8][c:9]([S:12][c:13]2[c:14]([CH2:15][OH:16])[cH:17][cH:18][cH:19][cH:20]2)[cH:10][cH:11]1.[Na+:25].[S:1]([Cl:2])([Cl:3])=[O:4].[cH:26]1[cH:27][cH:28][cH:29][cH:30][cH:31]1>>[Cl:3][CH2:15][c:14]1[c:13]([S:12][c:9]2[cH:8][cH:7][c:6]([F:5])[cH:11][cH:10]2)[cH:20][cH:19][cH:18][cH:17]1. The reactants are C(C)OC(=O)C=1NC2=CC=C(C=C2C1)C1=CC(=CC(=C1)Cl)Cl (5-(3,5-Dichlorophenyl)-1H-indole-2-carboxylic acid ethyl ester), C(C)(C)OC1=CC=C(C=C1)B(O)O (4-isopropoxyphenylboronic acid), ester. Product: ClC=1C=C(C=C(C1)Cl)C=1C=C2C=C(N(C2=CC1)C1=CC=C(C=C1)OC(C)C)C(=O)O (5-(3.5-Dichlorophenyl)-1-(4-isopropoxyphenyl)-1H-indole-2-carboxylic acid). Reaction SMILES: C([O:3][C:4]([C:6]1[NH:7][C:8]2[C:13]([CH:14]=1)=[CH:12][C:11]([C:15]1[CH:20]=[C:19]([Cl:21])[CH:18]=[C:17]([Cl:22])[CH:16]=1)=[CH:10][CH:9]=2)=[O:5])C.[CH:23]([O:26][C:27]1[CH:32]=[CH:31][C:30](B(O)O)=[CH:29][CH:28]=1)([CH3:25])[CH3:24]>>[Cl:22][C:17]1[CH:16]=[C:15]([C:11]2[CH:12]=[C:13]3[C:8](=[CH:9][CH:10]=2)[N:7]([C:30]2[CH:31]=[CH:32][C:27]([O:26][CH:23]([CH3:25])[CH3:24])=[CH:28][CH:29]=2)[C:6]([C:4]([OH:3])=[O:5])=[CH:14]3)[CH:20]=[C:19]([Cl:21])[CH:18]=1. Procedure details: The title compound was prepared in accordance with Example 8(c) from 5-(3,5-dichlorophenyl)-1H-indole-2-carboxylic acid ethyl ester (see step (a) above) and 4-isopropoxyphenylboronic acid, followed by ester hydrolysis in accordance with the procedure described in Example 35, Method 3, step (b). The reactants are 5-methoxy-2-naphthalen-2-ylamine, BrC1=CC(=C(OCCN2CCCCC2)C=C1)F (1-[2-(4-bromo-2-fluorophenoxy)ethyl]piperidine), FC=1C=C(C=CC1OCCN1CCCCC1)NC1=C(C=CC(=C1)OC)C1=CC2=CC=CC=C2C=C1 ([3-fluoro-4-(2-piperidin-1-ylethoxy)phenyl](5-methoxy-2-naphthalen-2-ylphenyl)amine). The product is FC=1C=C(C=CC1OCCN1CCCCC1)NC=1C=C(C=CC1C1=CC2=CC=CC=C2C=C1)O (3-[3-Fluoro-4-(2-piperidin-1-ylethoxy)phenylamino]-4-naphthalen-2-ylphenol). Yield: 86.3%. RXN SMILES: BrC1C=CC(OCCN2CCCCC2)=C(F)C=1.[F:18][C:19]1[CH:20]=[C:21]([NH:34][C:35]2[CH:40]=[C:39]([O:41]C)[CH:38]=[CH:37][C:36]=2[C:43]2[CH:52]=[CH:51][C:50]3[C:45](=[CH:46][CH:47]=[CH:48][CH:49]=3)[CH:44]=2)[CH:22]=[CH:23][C:24]=1[O:25][CH2:26][CH2:27][N:28]1[CH2:33][CH2:32][CH2:31][CH2:30][CH2:29]1>>[F:18][C:19]1[CH:20]=[C:21]([NH:34][C:35]2[CH:40]=[C:39]([OH:41])[CH:38]=[CH:37][C:36]=2[C:43]2[CH:52]=[CH:51][C:50]3[C:45](=[CH:46][CH:47]=[CH:48][CH:49]=3)[CH:44]=2)[CH:22]=[CH:23][C:24]=1[O:25][CH2:26][CH2:27][N:28]1[CH2:29][CH2:30][CH2:31][CH2:32][CH2:33]1. Reported procedure: Synthesized from 5-methoxy-2-naphthalen-2-ylamine and 1-[2-(4-bromo-2-fluorophenoxy)ethyl]piperidine according to an analogous synthetic method to Example 116, [3-fluoro-4-(2-piperidin-1-ylethoxy)phenyl](5-methoxy-2-naphthalen-2-ylphenyl)amine (350 mg) was used according to an analogous synthetic method to Example 111 to provide the title compound (293 mg). The product is Clc1cnc(N2CCNCC2)cn1. Reaction SMILES: [CH2:9]1[CH2:10][NH:11][CH2:12][CH2:13][NH:14]1.[CH3:15][C:16](=[O:17])[CH3:18].[Cl:1][c:2]1[n:3][cH:4][c:5]([Cl:8])[n:6][cH:7]1.[ClH:19].[OH2:20]>>[c:2]1([N:11]2[CH2:10][CH2:9][NH:14][CH2:13][CH2:12]2)[n:3][cH:4][c:5]([Cl:8])[n:6][cH:7]1. The reactants are C1CNCCN1, CC(C)=O, Clc1cnc(Cl)cn1, Cl, O. Reactants: C(C(=C)C)(=O)OCCCCCCCCCCCC (dodecyl methacrylate), C(C(=C)C)(=O)OCCCCCCCC (octyl methacrylate). Product: CCCCCCCCCCC (undecane), [ 12A ]. RXN SMILES: C(O[CH2:7][CH2:8][CH2:9][CH2:10][CH2:11][CH2:12][CH2:13][CH2:14][CH2:15][CH2:16][CH2:17]C)(=O)C(C)=C.C(OCCCCCCCC)(=O)C(C)=C>>[CH3:17][CH2:16][CH2:15][CH2:14][CH2:13][CH2:12][CH2:11][CH2:10][CH2:9][CH2:8][CH3:7]. Procedure details: Black-colored colorant particles having a polystyrene core and a polypyrrole shell were produced and the surfaces thereof were hydrophobized in the same manner as in Example 10 except that the dodecyl methacrylate used for the hydrophobization was replaced by octyl methacrylate (manufactured by Tokyo Chemical Industry Co., Ltd.). The resultant is subjected to a centrifugation and a solvent substitution, to thereby obtain an undecane dispersion [12A] of black-colored colorant particles having a p...